Dataset: the Open Reaction Database (ORD), a public repository of structured organic reaction records. Task: describe an organic reaction: reactants, conditions, products, and yield Starting materials: ClC1=C(C(=O)C2=C(C=CC(=C2)Cl)C=2C(=CNC2CC)C#N)C=CC=C1 (4-[2-(2-chlorobenzoyl)-4-chlorophenyl]-5-ethyl-1H-pyrrole-3-carbonitrile). The reagents and catalysts are [Ni] (Raney nickel). Run in C(C)(=O)O (acetic acid). Run at time 16 hour. The product is ClC1=CC2=C(C=3C(CN=C2C2=C(C=CC=C2)Cl)=CNC3CC)C=C1 (8-chloro-6-(2-chlorophenyl)-1-ethyl-2H,4H-pyrrolo[3,4-d][2]benzazepine). Reaction SMILES: [Cl:1][C:2]1[CH:25]=[CH:24][CH:23]=[CH:22][C:3]=1[C:4]([C:6]1[CH:11]=[C:10]([Cl:12])[CH:9]=[CH:8][C:7]=1[C:13]1[C:14]([C:20]#[N:21])=[CH:15][NH:16][C:17]=1[CH2:18][CH3:19])=O>[Ni].C(O)(=O)C>[Cl:12][C:10]1[CH:9]=[CH:8][C:7]2[C:13]3[C:14](=[CH:15][NH:16][C:17]=3[CH2:18][CH3:19])[CH2:20][N:21]=[C:4]([C:3]3[CH:22]=[CH:23][CH:24]=[CH:25][C:2]=3[Cl:1])[C:6]=2[CH:11]=1. Procedure details: A mixture of 3.3 g (8.9 mmol) of 4-[2-(2-chlorobenzoyl)-4-chlorophenyl]-5-ethyl-1H-pyrrole-3-carbonitrile, 0.5 teaspoon of Raney nickel, and 100 ml of acetic acid was hydrogenated on a Parr apparatus at 50 psi for 16 hours. The Raney nickel was removed by filtration through a pad of Celite, and the filtrate was concentrated at reduced pressure to a dark residue. The residue was partitioned between ice water and ether and basified with concentrated ammonium hydroxide solution. The ether was remov...